The task is: describe an organic reaction: reactants, conditions, products, and yield. This data is from the Open Reaction Database (ORD), a public repository of structured organic reaction records. The reactants are ClC1=CC=C(C=C1)C1=CC(=NC=C1OCC(F)(F)F)C(=O)O (4-(4-chloro-phenyl)-5-(2,2,2-trifluoro-ethoxy)-pyridine-2-carboxylic acid), C1(CC1)C=1OC=C(N1)CN (2-cyclopropyl-oxazol-4-methanamine). Yields the product ClC1=CC=C(C=C1)C1=CC(=NC=C1OCC(F)(F)F)C(=O)NCC=1N=C(OC1)C1CC1 (4-(4-chlorophenyl)-N-((2-cyclopropyloxazol-4-yl)methyl)-5-(2,2,2-trifluoroethoxy)picolinamide). As a reaction SMILES: [Cl:1][C:2]1[CH:7]=[CH:6][C:5]([C:8]2[C:13]([O:14][CH2:15][C:16]([F:19])([F:18])[F:17])=[CH:12][N:11]=[C:10]([C:20](O)=[O:21])[CH:9]=2)=[CH:4][CH:3]=1.[CH:23]1([C:26]2[O:27][CH:28]=[C:29]([CH2:31][NH2:32])[N:30]=2)[CH2:25][CH2:24]1>>[Cl:1][C:2]1[CH:3]=[CH:4][C:5]([C:8]2[C:13]([O:14][CH2:15][C:16]([F:18])([F:19])[F:17])=[CH:12][N:11]=[C:10]([C:20]([NH:32][CH2:31][C:29]3[N:30]=[C:26]([CH:23]4[CH2:25][CH2:24]4)[O:27][CH:28]=3)=[O:21])[CH:9]=2)=[CH:6][CH:7]=1. Procedure details: The title compound was synthesized in analogy to Example 1 using 4-(4-chlorophenyl)-5-(2,2,2-trifluoro-ethoxy)-pyridine-2-carboxylic acid (example D) and 2-cyclopropyl-oxazol-4-methanamine (example BH) as starting materials; LC-MS (UV peak area/ESI) 96.5%, 452.0987 (M+H)+. Starting materials: CC(=O)Oc1cc(C)c(Br)c(CBr)c1, CC(=O)[O-], CCOC(C)=O, CN(C)C=O, [Na+]. Product: CC(=O)OCc1cc(OC(C)=O)cc(C)c1Br. Reaction SMILES: [C:1]([CH3:2])(=[O:3])[O:4][c:5]1[cH:6][c:7]([CH2:13][Br:14])[c:8]([Br:12])[c:9]([CH3:11])[cH:10]1.[CH3:16][C:17]([O-:18])=[O:19].[CH3:20][CH2:21][O:22][C:23](=[O:24])[CH3:25].[CH3:26][N:27]([CH3:28])[CH:29]=[O:30].[Na+:15]>>[C:1]([CH3:2])(=[O:3])[O:4][c:5]1[cH:6][c:7]([CH2:13][O:19][C:17]([CH3:16])=[O:18])[c:8]([Br:12])[c:9]([CH3:11])[cH:10]1. The reactants are CCOC(=O)c1ccc(O)cc1, CC(C)=O, O=[N+]([O-])c1cnc(Cl)nc1Cl, [Na+], O=C([O-])O. The product is CCOC(=O)c1ccc(Oc2nc(Cl)ncc2[N+](=O)[O-])cc1. As a reaction SMILES: [CH2:17]([CH3:18])[O:19][C:20]([c:21]1[cH:22][cH:23][c:24]([OH:27])[cH:25][cH:26]1)=[O:28].[CH3:29][C:30](=[O:31])[CH3:32].[Cl:1][c:2]1[n:3][cH:4][c:5]([N+:9](=[O:10])[O-:11])[c:6]([Cl:8])[n:7]1.[Na+:16].[O-:12][C:13]([OH:14])=[O:15]>>[Cl:1][c:2]1[n:3][cH:4][c:5]([N+:9](=[O:10])[O-:11])[c:6]([O:27][c:24]2[cH:23][cH:22][c:21]([C:20]([O:19][CH2:17][CH3:18])=[O:28])[cH:26][cH:25]2)[n:7]1. Reaction SMILES: [C:24]=[O:25].[CH3:31][CH2:32][O:33][C:34]([CH3:35])=[O:36].[CH:20](=[O:21])[O-:22].[Na+:23].[O:26]=[CH:27][N:28]([CH3:29])[CH3:30].[Pd:37]([Cl:38])[Cl:39].[c:40]1([P:41]([c:42]2[cH:43][cH:44][cH:45][cH:46][cH:47]2)[c:48]2[cH:49][cH:50][cH:51][cH:52][cH:53]2)[cH:54][cH:55][cH:56][cH:57][cH:58]1.[c:59]1([P:60]([c:61]2[cH:62][cH:63][cH:64][cH:65][cH:66]2)[c:67]2[cH:68][cH:69][cH:70][cH:71][cH:72]2)[cH:73][cH:74][cH:75][cH:76][cH:77]1.[nH:1]1[c:2](-[c:10]2[n:11][nH:12][c:13]3[cH:14][cH:15][c:16]([I:19])[cH:17][c:18]23)[n:3][c:4]2[c:5]1[cH:6][cH:7][cH:8][cH:9]2>>[nH:1]1[c:2](-[c:10]2[n:11][nH:12][c:13]3[cH:14][cH:15][c:16]([CH:20]=[O:21])[cH:17][c:18]23)[n:3][c:4]2[c:5]1[cH:6][cH:7][cH:8][cH:9]2. The reactants are C=O, CCOC(C)=O, O=C[O-], [Na+], CN(C)C=O, Cl[Pd]Cl, c1ccc(P(c2ccccc2)c2ccccc2)cc1, c1ccc(P(c2ccccc2)c2ccccc2)cc1, Ic1ccc2[nH]nc(-c3nc4ccccc4[nH]3)c2c1. The product is O=Cc1ccc2[nH]nc(-c3nc4ccccc4[nH]3)c2c1.